From a dataset of the Open Reaction Database (ORD), a public repository of structured organic reaction records. describe an organic reaction: reactants, conditions, products, and yield Starting materials: C(C)(C)(C)OC(=O)N[C@@]1(CC2=C(C=CC=C2CC1)O)C(=O)OC (methyl (S)-2-(tert.butoxycarbonylamino)-8-hydroxy-1,2,3,4-tetrahydronaphthalene-2-carboxylate), [H-].[Na+] (sodium hydride), IC1=C(C(=O)OCC=C)C=CC=C1 (prop-2-enyl 2-iodobenzoate), C(C)(=O)OCC.CCCCCC (ethyl acetate hexane). Run in N1=CC=CC=C1 (pyridine). Product: C(C)(C)(C)OC(=O)N[C@@]1(CC2=C(C=CC=C2CC1)OC1=C(C=CC=C1)C(=O)OCC=C)C(=O)OC (methyl (S)-2-(tert.butoxycarbonylamino)-8-[2-(prop-2-enyloxycarbonyl)phenoxy]-1,2,3,4-tetrahydronaphthalene-2-carboxylate). The yield is 79.5%. Reaction SMILES: [C:1]([O:5][C:6]([NH:8][C@@:9]1([C:20]([O:22][CH3:23])=[O:21])[CH2:18][CH2:17][C:16]2[C:11](=[C:12]([OH:19])[CH:13]=[CH:14][CH:15]=2)[CH2:10]1)=[O:7])([CH3:4])([CH3:3])[CH3:2].[H-].[Na+].I[C:27]1[CH:38]=[CH:37][CH:36]=[CH:35][C:28]=1[C:29]([O:31][CH2:32][CH:33]=[CH2:34])=[O:30].C(OCC)(=O)C.CCCCCC>N1C=CC=CC=1>[C:1]([O:5][C:6]([NH:8][C@@:9]1([C:20]([O:22][CH3:23])=[O:21])[CH2:18][CH2:17][C:16]2[C:11](=[C:12]([O:19][C:27]3[CH:38]=[CH:37][CH:36]=[CH:35][C:28]=3[C:29]([O:31][CH2:32][CH:33]=[CH2:34])=[O:30])[CH:13]=[CH:14][CH:15]=2)[CH2:10]1)=[O:7])([CH3:4])([CH3:3])[CH3:2] |f:1.2,4.5|. Procedure details: In analogy to Example 4.1.a, 2.5 g (7.78 mmol) of methyl (S)-2-(tert.butoxycarbonylamino)-8-hydroxy-1,2,3,4-tetrahydronaphthalene-2-carboxylate in 5 ml of pyridine were reacted at 130° for 2 hours with 370 mg of sodium hydride dispersion, 2.23 g (10.9 mmol) of copper bromide-dimethyl sulphide complex and 4.48 g (15.56 mmol) of prop-2-enyl 2-iodobenzoate. After chromatography on 500 g of silica gel with ethyl acetate/hexane (1:9→1:1) there were obtained 2.98 g (80%) of methyl (S)-2-(tert.butoxyca... The reactants are ClC1=C(C=NN1C1=NC=CC=C1)C(=O)OCC (5-chloro-1-(2-pyridinyl)-1H-pyrazole-4-carboxylic acid, ethyl ester), [C-]#N.[Na+] (sodium cyanide), ice water. The solvent is CN(C)C=O (DMF). The product is C(#N)C1=C(C=NN1C1=NC=CC=C1)C(=O)OCC (5-cyano-1-(2-pyridinyl)-1H-pyrazole-4-carboxylic acid, ethyl ester). Isolated yield 66.6%. As a reaction SMILES: Cl[C:2]1[N:6]([C:7]2[CH:12]=[CH:11][CH:10]=[CH:9][N:8]=2)[N:5]=[CH:4][C:3]=1[C:13]([O:15][CH2:16][CH3:17])=[O:14].[C-:18]#[N:19].[Na+]>CN(C=O)C>[C:18]([C:2]1[N:6]([C:7]2[CH:12]=[CH:11][CH:10]=[CH:9][N:8]=2)[N:5]=[CH:4][C:3]=1[C:13]([O:15][CH2:16][CH3:17])=[O:14])#[N:19] |f:1.2|. Procedure: A solution of 7.36 g of 5-chloro-1-(2-pyridinyl)-1H-pyrazole-4-carboxylic acid, ethyl ester, 3.2 g of sodium cyanide and 25 ml of DMF was heated at approximately 100° C. for 3 hours. The reaction mixture was cooled and poured into 300 ml of ice water. The precipitated solid was collected by filtration to afford 5.79 of solid. This material was recrystallized from ethanol to provide 4.72 g of 5-cyano-1-(2-pyridinyl)-1H-pyrazole-4-carboxylic acid, ethyl ester. mp=112°-114° C. The reactants are CC(C)Cn1c(CN(C(=O)[O-])C(C)(C)C)c(-c2ccccc2)c2cc(-c3cnco3)ccc2c1=O, CO, CCOC(C)=O, Cl. Product: Cl, CC(C)Cn1c(CN)c(-c2ccccc2)c2cc(-c3cnco3)ccc2c1=O. RXN SMILES: [C:1]([N:5]([C:2](=[O:3])[O-:4])[CH2:9][c:10]1[n:11]([CH2:32][CH:33]([CH3:34])[CH3:35])[c:12](=[O:31])[c:13]2[cH:14][cH:15][c:16](-[c:26]3[cH:27][n:28][cH:29][o:30]3)[cH:17][c:18]2[c:19]1-[c:20]1[cH:21][cH:22][cH:23][cH:24][cH:25]1)([CH3:6])([CH3:7])[CH3:8].[CH3:37][OH:38].[CH3:39][CH2:40][O:41][C:42](=[O:43])[CH3:44].[ClH:36]>>[ClH:36].[NH2:5][CH2:9][c:10]1[n:11]([CH2:32][CH:33]([CH3:34])[CH3:35])[c:12](=[O:31])[c:13]2[cH:14][cH:15][c:16](-[c:26]3[cH:27][n:28][cH:29][o:30]3)[cH:17][c:18]2[c:19]1-[c:20]1[cH:21][cH:22][cH:23][cH:24][cH:25]1. Starting materials: CCCCCCCCCC(=O)Cl, CN(C)c1ccncc1, C1CCOC1, NS(=O)(=O)c1ccccc1NC(=O)c1ccc(C#Cc2ccccc2)cc1. The product is CCCCCCCCCC(=O)NS(=O)(=O)c1ccccc1NC(=O)c1ccc(C#Cc2ccccc2)cc1. RXN SMILES: [C:1]([CH2:2][CH2:3][CH2:4][CH2:5][CH2:6][CH2:7][CH2:8][CH2:9][CH3:10])(=[O:11])[Cl:12].[CH3:40][N:41]([CH3:42])[c:43]1[cH:44][cH:45][n:46][cH:47][cH:48]1.[O:49]1[CH2:50][CH2:51][CH2:52][CH2:53]1.[c:13]1([C:19]#[C:20][c:21]2[cH:22][cH:23][c:24]([C:25](=[O:26])[NH:27][c:28]3[c:29]([S:34]([NH2:35])(=[O:36])=[O:37])[cH:30][cH:31][cH:32][cH:33]3)[cH:38][cH:39]2)[cH:14][cH:15][cH:16][cH:17][cH:18]1>>[C:1]([CH2:2][CH2:3][CH2:4][CH2:5][CH2:6][CH2:7][CH2:8][CH2:9][CH3:10])(=[O:11])[NH:35][S:34]([c:29]1[c:28]([NH:27][C:25]([c:24]2[cH:23][cH:22][c:21]([C:20]#[C:19][c:13]3[cH:14][cH:15][cH:16][cH:17][cH:18]3)[cH:39][cH:38]2)=[O:26])[cH:33][cH:32][cH:31][cH:30]1)(=[O:36])=[O:37]. Starting materials: Cl.CC1(C(N(C2=NC=CN=C21)C2CCNCC2)=O)C (7,7-dimethyl-5-(piperidin-4-yl)-5H-pyrrolo[2,3-b]pyrazin-6(7H)-one hydrochloride), Cl.CC1(C(N(C2=NC=CN=C21)C2CCNCC2)=O)C (7,7-dimethyl-5-(piperidin-4-yl)-5H-pyrrolo[2,3-b]pyrazin-6(7H)-one hydrochloride), FC(S(=O)(=O)OC1=NC2=CC=C(C=C2C=C1)F)(F)F (6-fluoroquinolin-2-yl trifluoromethanesulfonate), CCN(C(C)C)C(C)C (DIEA), O (H2O). The solvent is CS(=O)C (DMSO). Run at temperature 110 celsius. Yields the product FC=1C=C2C=CC(=NC2=CC1)N1CCC(CC1)N1C(C(C=2C1=NC=CN2)(C)C)=O (5-(1-(6-fluoroquinolin-2-yl)piperidin-4-yl)-7,7-dimethyl-5H-pyrrolo[2,3-b]pyrazin-6(7H)-one). The yield is 50.0%. As a reaction SMILES: Cl.[CH3:2][C:3]1([CH3:19])[C:11]2[C:6](=[N:7][CH:8]=[CH:9][N:10]=2)[N:5]([CH:12]2[CH2:17][CH2:16][NH:15][CH2:14][CH2:13]2)[C:4]1=[O:18].FC(F)(F)S(O[C:26]1[CH:35]=[CH:34][C:33]2[C:28](=[CH:29][CH:30]=[C:31]([F:36])[CH:32]=2)[N:27]=1)(=O)=O.CCN(C(C)C)C(C)C.O>CS(C)=O>[F:36][C:31]1[CH:32]=[C:33]2[C:28](=[CH:29][CH:30]=1)[N:27]=[C:26]([N:15]1[CH2:16][CH2:17][CH:12]([N:5]3[C:6]4=[N:7][CH:8]=[CH:9][N:10]=[C:11]4[C:3]([CH3:19])([CH3:2])[C:4]3=[O:18])[CH2:13][CH2:14]1)[CH:35]=[CH:34]2 |f:0.1|. Procedure: A mixture of 7,7-dimethyl-5-(piperidin-4-yl)-5H-pyrrolo[2,3-b]pyrazin-6(7H)-one hydrochloride (Intermediate 78) (0.117 g, 0.414 mmol), 6-fluoroquinolin-2-yl trifluoromethanesulfonate (0.134 g, 0.455 mmol), and DIEA (0.253 ml, 1.448 mmol) in DMSO (3 mL) was heated at 110° C. in 1 h. The reaction mixture was cooled, H2O was added, and the mixture was extracted with DCM (3×). The organic extracts were dried over Na2SO4, filtered, concentrated, and purified by ISCO (0-30% EtOAc/DCM) to give the titl... Starting materials: C1(CC1)B(O)O (Cyclopropylboronic acid), P(=O)([O-])([O-])[O-].[K+].[K+].[K+] (potassium phosphate), BrC1=CC(=C(C(=O)OC)C=C1)C (methyl 4-bromo-2-methylbenzoate), C1(=CC=CC=C1)C (toluene). Reagents/catalysts: C1(CCCCC1)P(C1=C(C=CC=C1)C1=C(C=C(C=C1C(C)C)C(C)C)C(C)C)C1CCCCC1 (2-dicyclohexylphosphino-2′,4′,6′-triisopropylbiphenyl), C=1C=CC(=CC1)/C=C/C(=O)/C=C/C2=CC=CC=C2.C=1C=CC(=CC1)/C=C/C(=O)/C=C/C2=CC=CC=C2.C=1C=CC(=CC1)/C=C/C(=O)/C=C/C2=CC=CC=C2.[Pd].[Pd] (tris(dibenzylideneacetone)dipalladium(0)). The solvent is O (water). Product: C1(CC1)C1=CC(=C(C(=O)OC)C=C1)C (methyl 4-cyclopropyl-2-methylbenzoate). Yield: 69.7%. Reaction SMILES: [CH:1]1(B(O)O)[CH2:3][CH2:2]1.P([O-])([O-])([O-])=O.[K+].[K+].[K+].Br[C:16]1[CH:25]=[CH:24][C:19]([C:20]([O:22][CH3:23])=[O:21])=[C:18]([CH3:26])[CH:17]=1.C1(C)C=CC=CC=1>C1C=CC(/C=C/C(/C=C/C2C=CC=CC=2)=O)=CC=1.C1C=CC(/C=C/C(/C=C/C2C=CC=CC=2)=O)=CC=1.C1C=CC(/C=C/C(/C=C/C2C=CC=CC=2)=O)=CC=1.[Pd].[Pd].C1(P(C2CCCCC2)C2C=CC=CC=2C2C(C(C)C)=CC(C(C)C)=CC=2C(C)C)CCCCC1.O>[CH:1]1([C:16]2[CH:25]=[CH:24][C:19]([C:20]([O:22][CH3:23])=[O:21])=[C:18]([CH3:26])[CH:17]=2)[CH2:3][CH2:2]1 |f:1.2.3.4,7.8.9.10.11|. Procedure: Cyclopropylboronic acid (25.08 g, 292 mmol), anhydrous tribasic potassium phosphate (178.12 g, 839 mmol), 2-dicyclohexylphosphino-2′,4′,6′-triisopropylbiphenyl (6.925 g, 14.5 mmol), methyl 4-bromo-2-methylbenzoate (55.93 g, 244 mmol), and 600 mL of toluene were charged into a 1000 mL round bottom flask fitted with a stir bar, septum, and nitrogen inlet. Stirred the mixture rapidly and added 65 mL of water. Sparged the mixture with nitrogen for 30 min. Added tris(dibenzylideneacetone)dipalladium(... Reactants: CCOP(=O)(OCC)C(O)c1ccc(Nc2ncc(C(F)(F)F)c(Nc3ccccc3C(=O)NC)n2)cc1, CCN(CC)S(F)(F)F, ClCCl, [Na+], O=C([O-])O. Product: CCOP(=O)(OCC)C(F)c1ccc(Nc2ncc(C(F)(F)F)c(Nc3ccccc3C(=O)NC)n2)cc1. RXN SMILES: [CH2:1]([CH3:2])[O:3][P:4]([O:5][CH2:6][CH3:7])(=[O:8])[CH:9]([c:10]1[cH:11][cH:12][c:13]([NH:16][c:17]2[n:18][cH:19][c:20]([C:34]([F:35])([F:36])[F:37])[c:21]([NH:23][c:24]3[c:25]([C:30]([NH:31][CH3:32])=[O:33])[cH:26][cH:27][cH:28][cH:29]3)[n:22]2)[cH:14][cH:15]1)[OH:38].[CH2:39]([N:40]([S:41]([F:42])([F:43])[F:45])[CH2:44][CH3:46])[CH3:47].[Cl:53][CH2:54][Cl:55].[Na+:52].[O-:48][C:49]([OH:50])=[O:51]>>[CH2:1]([CH3:2])[O:3][P:4]([O:5][CH2:6][CH3:7])(=[O:8])[CH:9]([c:10]1[cH:11][cH:12][c:13]([NH:16][c:17]2[n:18][cH:19][c:20]([C:34]([F:35])([F:36])[F:37])[c:21]([NH:23][c:24]3[c:25]([C:30]([NH:31][CH3:32])=[O:33])[cH:26][cH:27][cH:28][cH:29]3)[n:22]2)[cH:14][cH:15]1)[F:45].